Dataset: the Open Reaction Database (ORD), a public repository of structured organic reaction records. Task: describe an organic reaction: reactants, conditions, products, and yield The reactants are O=C1CCC(=O)N1Br, ClC(Cl)(Cl)Cl, Cc1ncc(-c2ccc(C(F)(F)F)cc2)cn1, CC(C)(C#N)N=NC(C)(C)C#N. Product: FC(F)(F)c1ccc(-c2cnc(CBr)nc2)cc1. As a reaction SMILES: [Br:18][N:19]1[C:20](=[O:21])[CH2:22][CH2:23][C:24]1=[O:25].[C:38]([Cl:39])([Cl:40])([Cl:41])[Cl:42].[CH3:1][c:2]1[n:3][cH:4][c:5](-[c:8]2[cH:9][cH:10][c:11]([C:14]([F:15])([F:16])[F:17])[cH:12][cH:13]2)[cH:6][n:7]1.[N:26]([C:27]([CH3:28])([CH3:29])[C:30]#[N:31])=[N:32][C:33]([CH3:34])([CH3:35])[C:36]#[N:37]>>[CH2:1]([c:2]1[n:3][cH:4][c:5](-[c:8]2[cH:9][cH:10][c:11]([C:14]([F:15])([F:16])[F:17])[cH:12][cH:13]2)[cH:6][n:7]1)[Br:18]. Reactants: O=S(Cl)Cl (SOCl2), C(C)OC1=C(N=NC(=C1)OCC)CO ((4,6-diethoxy-pyridazin-3-yl)-methanol). Solvent: C(Cl)Cl (CH2Cl2). Run at time 4 hour. Product: ClCC=1N=NC(=CC1OCC)OCC (3-Chloromethyl-4,6-diethoxy-pyridazine). Reaction SMILES: O=S(Cl)[Cl:3].[CH2:5]([O:7][C:8]1[CH:13]=[C:12]([O:14][CH2:15][CH3:16])[N:11]=[N:10][C:9]=1[CH2:17]O)[CH3:6]>C(Cl)Cl>[Cl:3][CH2:17][C:9]1[N:10]=[N:11][C:12]([O:14][CH2:15][CH3:16])=[CH:13][C:8]=1[O:7][CH2:5][CH3:6]. Procedure details: Excess SOCl2 is added to a stirred solution of (4,6-diethoxy-pyridazin-3-yl)-methanol (174 mg, 0.88 mmol) in CH2Cl2 (4 mL). The reaction mixture is stirred at room temperature for 4 hours. The solvent is then removed in vacuo and toluene (4 mL) is added and evaporated to dryness. Flash column chromatography purification (eluted with 3:1 Hexane, EtOAc) of the residue provides the title product as a clear oil. H1 NMR δ (CDCl3) 6.28(s, 1H), 4.78 (s, 2H), 4.54 (q, 2H, J=7.2 Hz), 4.11 (q, 2H, J=7.2 H... The reactants are BrC1=C2C=CC=NC2=C(C(=C1)C(=O)O)O (5-bromo-8-hydroxyquinoline-7-carboxylic acid), ClC1=CC=C(N)C=C1 (4-chloroaniline), PCl8. Solvent: O (water), xylenes. Conditions: time 8 hour. Yields the product BrC1=C2C=CC=NC2=C(C(=C1)C(=O)NC1=CC=C(C=C1)Cl)O (5-Bromo-N-(4-chlorophenyl)-8-hydroxy-7-quinolinecarboxamide). Yield: 52.2%. Reaction SMILES: [Br:1][C:2]1[CH:11]=[C:10]([C:12]([OH:14])=O)[C:9]([OH:15])=[C:8]2[C:3]=1[CH:4]=[CH:5][CH:6]=[N:7]2.[Cl:16][C:17]1[CH:23]=[CH:22][C:20]([NH2:21])=[CH:19][CH:18]=1>O>[Br:1][C:2]1[CH:11]=[C:10]([C:12]([NH:21][C:20]2[CH:22]=[CH:23][C:17]([Cl:16])=[CH:18][CH:19]=2)=[O:14])[C:9]([OH:15])=[C:8]2[C:3]=1[CH:4]=[CH:5][CH:6]=[N:7]2. Procedure details: A solution of 5-bromo-8-hydroxyquinoline-7-carboxylic acid (2.68 g) of Preparation 2 and 4-chloroaniline (1.28 g) in 250 mL xylenes is heated to reflux. To this is added dropwise PCl8 (0.69 g). Refluxing is continued overnight. The reaction is then cooled and water is added to destroy excess PCl3. The resulting solid is collected, washed with water and dried. The crude product is recrystallized from EtOAc/hexanes to yield 1.97 g of the title product as an orange solid. Reactants: CCO, CCOC(=O)Cc1cc([N+](=O)[O-])c(F)cc1C. Product: CCOC(=O)Cc1cc(N)c(F)cc1C. RXN SMILES: [CH3:18][CH2:19][OH:20].[F:1][c:2]1[cH:3][c:4]([CH3:17])[c:5]([CH2:11][C:12](=[O:13])[O:14][CH2:15][CH3:16])[cH:6][c:7]1[N+:8]([O-:9])=[O:10]>>[F:1][c:2]1[cH:3][c:4]([CH3:17])[c:5]([CH2:11][C:12](=[O:13])[O:14][CH2:15][CH3:16])[cH:6][c:7]1[NH2:8]. Starting materials: O=C1CCC(=O)N1Br, CCOC(C)=O, O=[N+]([O-])c1cc(CO)cc(C(F)(F)F)c1, C1CCOC1, c1ccc(P(c2ccccc2)c2ccccc2)cc1. Product: O=[N+]([O-])c1cc(CBr)cc(C(F)(F)F)c1. As a reaction SMILES: [Br:35][N:36]1[C:37](=[O:38])[CH2:39][CH2:40][C:41]1=[O:42].[CH3:48][CH2:49][O:50][C:51](=[O:52])[CH3:53].[N+:1](=[O:2])([O-:3])[c:4]1[cH:5][c:6]([CH2:14][OH:15])[cH:7][c:8]([C:10]([F:11])([F:12])[F:13])[cH:9]1.[O:43]1[CH2:44][CH2:45][CH2:46][CH2:47]1.[c:16]1([P:17]([c:18]2[cH:19][cH:20][cH:21][cH:22][cH:23]2)[c:24]2[cH:25][cH:26][cH:27][cH:28][cH:29]2)[cH:30][cH:31][cH:32][cH:33][cH:34]1>>[N+:1](=[O:2])([O-:3])[c:4]1[cH:5][c:6]([CH2:14][Br:35])[cH:7][c:8]([C:10]([F:11])([F:12])[F:13])[cH:9]1. Starting materials: COC1=C(CN2C([C@H]([C@H]2CI)NC(CC2=CC=CC=C2)=O)=O)C=CC(=C1)OC (cis-1(2,4-dimethoxybenzyl)-4-iodomethyl-3-phenylacetamido-2-oxoazetidine), [N-]=[N+]=[N-].[Na+] (sodium azide). Solvent: CN(C=O)C (N,N-dimethylformamide). Run at time 4 day. Product: N(=[N+]=[N-])C[C@@H]1[C@@H](C(N1CC1=C(C=C(C=C1)OC)OC)=O)NC(CC1=CC=CC=C1)=O (cis-4-azidomethyl-1-(2,4-dimethoxybenzyl)-3-phenylacetamido-2-oxoazetidine). Reaction SMILES: [CH3:1][O:2][C:3]1[CH:26]=[C:25]([O:27][CH3:28])[CH:24]=[CH:23][C:4]=1[CH2:5][N:6]1[C@H:9]([CH2:10]I)[C@H:8]([NH:12][C:13](=[O:21])[CH2:14][C:15]2[CH:20]=[CH:19][CH:18]=[CH:17][CH:16]=2)[C:7]1=[O:22].[N-:29]=[N+:30]=[N-:31].[Na+]>CN(C)C=O>[N:29]([CH2:10][C@H:9]1[N:6]([CH2:5][C:4]2[CH:23]=[CH:24][C:25]([O:27][CH3:28])=[CH:26][C:3]=2[O:2][CH3:1])[C:7](=[O:22])[C@H:8]1[NH:12][C:13](=[O:21])[CH2:14][C:15]1[CH:20]=[CH:19][CH:18]=[CH:17][CH:16]=1)=[N+:30]=[N-:31] |f:1.2|. Procedure details: To 6 ml of N,N-dimethylformamide are added 740 mg of cis-1(2,4-dimethoxybenzyl)-4-iodomethyl-3-phenylacetamido-2-oxoazetidine and 146 mg of sodium azide and the mixture is stirred for 4 days at room temperature. The solvent is distilled off in vacuo, and ethyl acetate and water are added to the residue. The ethyl acetate layer is separated, washed with an aqueous sodium chloride solution, and dried over magnesium sulfate. The solvent is distilled off in vacuo. To the residue, ether is added and ... Starting materials: [OH-].[Na+] (Sodium hydroxide), Cl (hydrogen chloride), FC1=C(C[C@@H]2N(CC[C@@H](C2)C(CC(=O)OCC)=O)C(=O)OC)C=CC(=C1)F (Cis-methyl 2-(2,4-difluorobenzyl)-4-(3-ethoxy-3-oxopropanoyl)piperidine-1-carboxylate), NO (hydroxylamine). Run in O (water), CO (MeOH). Run at temperature -40 celsius, time 20 minute. Product: FC1=C(C[C@@H]2N(CC[C@@H](C2)C2=CC(NO2)=O)C(=O)OC)C=CC(=C1)F (Cis-methyl 2-(2,4-difluorobenzyl)-4-(3-oxo-2,3-dihydroisoxazol-5-yl)piperidine-1-carboxylate). Yield: 71.6%. As a reaction SMILES: [F:1][C:2]1[CH:26]=[C:25]([F:27])[CH:24]=[CH:23][C:3]=1[CH2:4][C@H:5]1[CH2:10][C@@H:9]([C:11](=[O:18])[CH2:12][C:13](OCC)=[O:14])[CH2:8][CH2:7][N:6]1[C:19]([O:21][CH3:22])=[O:20].[OH-].[Na+].[NH2:30]O.Cl>CO.O>[F:1][C:2]1[CH:26]=[C:25]([F:27])[CH:24]=[CH:23][C:3]=1[CH2:4][C@H:5]1[CH2:10][C@@H:9]([C:11]2[O:18][NH:30][C:13](=[O:14])[CH:12]=2)[CH2:8][CH2:7][N:6]1[C:19]([O:21][CH3:22])=[O:20] |f:1.2|. Reported procedure: Cis-methyl 2-(2,4-difluorobenzyl)-4-(3-ethoxy-3-oxopropanoyl)piperidine-1-carboxylate (2.46 g, 6.42 mmol) was dissolved in MeOH (20 mL) and cooled to −40° C. Sodium hydroxide (0.257 g, 6.42 mmol) dissolved in water (2 mL) was added over 5 min and the resulting solution was stirred at −40° C. for 20 min. Then hydroxylamine (50% by weight in water, 0.4 mL, 6.53 mmol) was added over 1 min and stirring continued at −40° C. for 1 h 15 min. The reaction mixture was then transferred into a prewarmed (8... Reactants: ClC=1C=C(C=CC1Cl)C(CC=O)CN1C=NC=C1 (3-(3,4-dichlorophenyl)-4-(imidazol-1-yl)butan-1-al), [BH4-].[Na+] (Sodium borohydride), ice, Cl (hydrochloric acid), C([O-])([O-])=O.[Na+].[Na+] (sodium carbonate). Solvent: C(C)O (ethanol), O (water). Reaction conditions: temperature 0 celsius. The product is ClC=1C=C(C=CC1Cl)C(CCO)CN1C=NC=C1 (3-(3,4-dichlorophenyl)-4-(imidazol-1-yl)butan-1-ol). Isolated yield 85.5%. Reaction SMILES: [BH4-].[Na+].[Cl:3][C:4]1[CH:5]=[C:6]([CH:11]([CH2:15][N:16]2[CH:20]=[CH:19][N:18]=[CH:17]2)[CH2:12][CH:13]=[O:14])[CH:7]=[CH:8][C:9]=1[Cl:10].Cl.C(=O)([O-])[O-].[Na+].[Na+]>C(O)C.O>[Cl:3][C:4]1[CH:5]=[C:6]([CH:11]([CH2:15][N:16]2[CH:20]=[CH:19][N:18]=[CH:17]2)[CH2:12][CH2:13][OH:14])[CH:7]=[CH:8][C:9]=1[Cl:10] |f:0.1,4.5.6|. Procedure: Sodium borohydride (0.52 g) was added in three portions, over 5 minutes, to an ice-cooled solution of 3-(3,4-dichlorophenyl)-4-(imidazol-1-yl)butan-1-al (3.3 g) (see Preparation 18) in ethanol (25 ml). The mixture was stirred for a further hour before removing the solvent under reduced pressure to give a residue. The residue was then suspended in water (50 ml), cooled to 0° C. and the mixture first acidified to pH1 with 2N aqueous hydrochloric acid solution and then basified to pH14 by addition ... Starting materials: Cl, O=[N+]([O-])c1ccccc1F, [H-], [Na+], CN(C)C=O, OCCN1CCOCC1. Yields the product O=[N+]([O-])c1ccccc1OCCN1CCOCC1. RXN SMILES: [ClH:22].[F:12][c:13]1[c:14]([N+:19](=[O:20])[O-:21])[cH:15][cH:16][cH:17][cH:18]1.[H-:11].[Na+:10].[O:23]=[CH:24][N:25]([CH3:26])[CH3:27].[OH:1][CH2:2][CH2:3][N:4]1[CH2:5][CH2:6][O:7][CH2:8][CH2:9]1>>[O:1]([CH2:2][CH2:3][N:4]1[CH2:5][CH2:6][O:7][CH2:8][CH2:9]1)[c:13]1[c:14]([N+:19](=[O:20])[O-:21])[cH:15][cH:16][cH:17][cH:18]1. Starting materials: O.C1(=CC=C(C=C1)S(=O)(=O)O)C (p-toluenesulfonic acid monohydrate), COC(C1=C(COC2=CC=C(C=C2)C2=CC(=CC=C2)CC(=O)OC)C=CC(=C1OCOC)C(F)(F)F)OC (methyl (4′-{[2-(dimethoxymethyl)-3-(methoxymethoxy)-4-(trifluoromethyl)benzyl]oxy}-1,1′-biphenyl-3-yl)acetate), O (water). Run in CC(=O)C (acetone). Run at time 6 hour. The product is C(=O)C1=C(COC2=CC=C(C=C2)C2=CC(=CC=C2)CC(=O)OC)C=CC(=C1O)C(F)(F)F (methyl (4′-{[2-formyl-3-hydroxy-4-(trifluoromethyl)benzyl]oxy}-1,1′-biphenyl-3-yl)acetate). The yield is 82.7%. RXN SMILES: O.C1(C)C=CC(S(O)(=O)=O)=CC=1.C[O:14][CH:15](OC)[C:16]1[C:40]([O:41]COC)=[C:39]([C:45]([F:48])([F:47])[F:46])[CH:38]=[CH:37][C:17]=1[CH2:18][O:19][C:20]1[CH:25]=[CH:24][C:23]([C:26]2[CH:31]=[CH:30][CH:29]=[C:28]([CH2:32][C:33]([O:35][CH3:36])=[O:34])[CH:27]=2)=[CH:22][CH:21]=1.O>CC(C)=O>[CH:15]([C:16]1[C:40]([OH:41])=[C:39]([C:45]([F:46])([F:48])[F:47])[CH:38]=[CH:37][C:17]=1[CH2:18][O:19][C:20]1[CH:25]=[CH:24][C:23]([C:26]2[CH:31]=[CH:30][CH:29]=[C:28]([CH2:32][C:33]([O:35][CH3:36])=[O:34])[CH:27]=2)=[CH:22][CH:21]=1)=[O:14] |f:0.1|. Reported procedure: After p-toluenesulfonic acid monohydrate (0.716 g, 3.77 mmol) was added to a solution of methyl (4′-{[2-(dimethoxymethyl)-3-(methoxymethoxy)-4-(trifluoromethyl)benzyl]oxy}-1,1′-biphenyl-3-yl)acetate (1.83 g, 3.43 mmol) obtained in Example (8-2) in acetone (20 ml), the mixture was stirred at room temperature for 6 hours. After the reaction mixture was poured into water and the mixture was extracted with ethyl acetate (twice), the organic layer was successively washed with water and a saturated aq...